This data is from the Open Reaction Database (ORD), a public repository of structured organic reaction records. The task is: describe an organic reaction: reactants, conditions, products, and yield Reactants: [H-].[Na+] (Sodium hydride), C(C)C(C(=O)NC=1OC=C(N1)C)CC (2-(2-ethylbutyramido)-4-methyloxazole), C(C)I (ethyl iodide). The solvent is CN(C=O)C (dimethylformamide). Run at time 2 hour. The product is C(C)N(C(C(CC)CC)=O)C=1OC=C(N1)C (2-(N-Ethyl-2-ethylbutyramido)-4-methyloxazole). Isolated yield 51.1%. Reaction SMILES: [H-].[Na+].[CH2:3]([CH:5]([CH2:15][CH3:16])[C:6]([NH:8][C:9]1[O:10][CH:11]=[C:12]([CH3:14])[N:13]=1)=[O:7])[CH3:4].[CH2:17](I)[CH3:18]>CN(C)C=O>[CH2:17]([N:8]([C:9]1[O:10][CH:11]=[C:12]([CH3:14])[N:13]=1)[C:6](=[O:7])[CH:5]([CH2:3][CH3:4])[CH2:15][CH3:16])[CH3:18] |f:0.1|. Procedure: Sodium hydride (2.8 g. of a 50% dispersion in oil, 0.058 mol) was added in small portions to a stirred solution of 2-(2-ethylbutyramido)-4-methyloxazole (8.0 g., 0.041 mol) in dimethylformamide (100 ml.) at -5° to 0° C. The mixture was stirred for 2 hours at room temperature and then ethyl iodide (4.7 ml. 0.058 mol) was added. The mixture was stirred for a further 2 hours at room temperature and then poured onto ice-water (250 ml.) and extracted with ether (3 × 100 ml.). The extract was washed w...